Dataset: the Open Reaction Database (ORD), a public repository of structured organic reaction records. Task: describe an organic reaction: reactants, conditions, products, and yield Reactants: Cc1ccccc1, CCOCC, CC(O)c1ccc(Cl)cn1, C1CCC2=NCCCN2CC1, O, [N-]=[N+]=NP(=O)(c1ccccc1)c1ccccc1. Product: CC(N=[N+]=[N-])c1ccc(Cl)cn1. As a reaction SMILES: [CH3:40][c:41]1[cH:42][cH:43][cH:44][cH:45][cH:46]1.[CH3:47][CH2:48][O:49][CH2:50][CH3:51].[Cl:18][c:19]1[cH:20][cH:21][c:22]([CH:25]([CH3:26])[OH:27])[n:23][cH:24]1.[N:28]12[CH2:29][CH2:30][CH2:31][N:32]=[C:33]1[CH2:34][CH2:35][CH2:36][CH2:37][CH2:38]2.[OH2:39].[c:1]1([P:2]([c:3]2[cH:4][cH:5][cH:6][cH:7][cH:8]2)(=[O:9])[N:15]=[N+:16]=[N-:17])[cH:10][cH:11][cH:12][cH:13][cH:14]1>>[N:15](=[N+:16]=[N-:17])[CH:25]([c:22]1[cH:21][cH:20][c:19]([Cl:18])[cH:24][n:23]1)[CH3:26]. The reactants are C([O-])([O-])=O.[Na+].[Na+] (sodium carbonate), NC=1C(=C(C(=O)O)C=C(C1C)F)Cl (3-amino-2-chloro-5-fluoro-4-methylbenzoic acid), CO (MeOH), Cl (HCl). The solvent is O (water). The product is NC=1C(=C(C(=O)OC)C=C(C1C)F)Cl (Methyl 3-amino-2-chloro-5-fluoro-4-methyl-benzoate). Reaction SMILES: [NH2:1][C:2]1[C:3]([Cl:13])=[C:4]([CH:8]=[C:9]([F:12])[C:10]=1[CH3:11])[C:5]([OH:7])=[O:6].CO.Cl.[C:17](=O)([O-])[O-].[Na+].[Na+]>O>[NH2:1][C:2]1[C:3]([Cl:13])=[C:4]([CH:8]=[C:9]([F:12])[C:10]=1[CH3:11])[C:5]([O:7][CH3:17])=[O:6] |f:3.4.5|. Reported procedure: 12 g of 3-amino-2-chloro-5-fluoro-4-methylbenzoic acid are initially introduced into 60 ml of MeOH. HCl gas is passed in for 20 minutes and is then boiled under reflux for 5 hours. Thereafter, the mixture is poured into water and rendered alkaline with sodium carbonate and the product is isolated. Yield: 8 g, melting point: 51°-52°. Reactants: CO, CN(C)c1cccc([N+](=O)[O-])c1Cl, [H][H]. Yields the product CN(C)c1cccc(N)c1Cl. Reaction SMILES: [CH3:16][OH:17].[CH3:1][N:2]([c:3]1[c:4]([Cl:12])[c:5]([N+:9]([O-:10])=[O:11])[cH:6][cH:7][cH:8]1)[CH3:13].[H:14][H:15]>>[CH3:1][N:2]([c:3]1[c:4]([Cl:12])[c:5]([NH2:9])[cH:6][cH:7][cH:8]1)[CH3:13]. The reactants are CC(C)(C)OC(=O)CBr, O=C([O-])[O-], COc1ccc(OC)c(S(=O)(=O)Nc2nc(-c3ccc(C(C)C)cc3)cs2)c1, [K+], [K+], CN(C)C=O. Product: COc1ccc(OC)c(S(=O)(=O)N(CC(=O)OC(C)(C)C)c2nc(-c3ccc(C(C)C)cc3)cs2)c1. As a reaction SMILES: [Br:29][CH2:30][C:31](=[O:32])[O:33][C:34]([CH3:35])([CH3:36])[CH3:37].[C:38](=[O:39])([O-:40])[O-:41].[CH:1]([CH3:2])([CH3:3])[c:4]1[cH:5][cH:6][c:7](-[c:10]2[n:11][c:12]([NH:15][S:16](=[O:17])(=[O:18])[c:19]3[c:20]([O:27][CH3:28])[cH:21][cH:22][c:23]([O:25][CH3:26])[cH:24]3)[s:13][cH:14]2)[cH:8][cH:9]1.[K+:42].[K+:43].[O:44]=[CH:45][N:46]([CH3:47])[CH3:48]>>[CH:1]([CH3:2])([CH3:3])[c:4]1[cH:5][cH:6][c:7](-[c:10]2[n:11][c:12]([N:15]([S:16](=[O:17])(=[O:18])[c:19]3[c:20]([O:27][CH3:28])[cH:21][cH:22][c:23]([O:25][CH3:26])[cH:24]3)[CH2:30][C:31](=[O:32])[O:33][C:34]([CH3:35])([CH3:36])[CH3:37])[s:13][cH:14]2)[cH:8][cH:9]1. The reactants are C(C)OC(=O)C1(CC=CC1)C1=CC2=CC=C(C=C2C=C1)CN1C(=NC=2C1=NC(=CC2C)C)CC (1-[6-(2-ethyl-5,7-dimethylimidazo[4,5-b]pyridin-3-ylmethyl)naphthalen-2-yl]cyclopent-3-ene carboxylic acid ethyl ester), C(C)OC(=O)C1(CC=CC1)C1=CC2=CC=C(C=C2C=C1)CN1C(=NC=2C1=NC(=CC2C)C)CC (1-[6-(2-ethyl-5,7-dimethylimidazo[4,5-b]pyridin-3-ylmethyl)naphthalen-2-yl]cyclopent-3-ene carboxylic acid ethyl ester), [OH-].[Na+] (NaOH). Solvent: C(C)O (ethanol). Yields the product C(C)C1=NC=2C(=NC(=CC2C)C)N1CC=1C=C2C=CC(=CC2=CC1)C1(CC=CC1)C(=O)O (1-[6-(2-ethyl-5,7-dimethylimidazo[4,5-b]pyridin-3-ylmethyl)naphthalen-2-yl]cyclopent-3-ene carboxylic acid). Reaction SMILES: C([O:3][C:4]([C:6]1([C:11]2[CH:20]=[CH:19][C:18]3[C:13](=[CH:14][CH:15]=[C:16]([CH2:21][N:22]4[C:26]5=[N:27][C:28]([CH3:32])=[CH:29][C:30]([CH3:31])=[C:25]5[N:24]=[C:23]4[CH2:33][CH3:34])[CH:17]=3)[CH:12]=2)[CH2:10][CH:9]=[CH:8][CH2:7]1)=[O:5])C.[OH-].[Na+]>C(O)C>[CH2:33]([C:23]1[N:22]([CH2:21][C:16]2[CH:17]=[C:18]3[C:13](=[CH:14][CH:15]=2)[CH:12]=[C:11]([C:6]2([C:4]([OH:5])=[O:3])[CH2:10][CH:9]=[CH:8][CH2:7]2)[CH:20]=[CH:19]3)[C:26]2=[N:27][C:28]([CH3:32])=[CH:29][C:30]([CH3:31])=[C:25]2[N:24]=1)[CH3:34] |f:1.2|. Procedure details: A solution of the product of Step 4, above (53) (35mg), 2N NaOH (0.5 ml) and 2 ml of ethanol was heated at 80° C. for 20 hours. The reaction mixture was cooled to ambient temperature and the solvent was evaporated. The residue was dissolved in water and extracted (1×5 ml EtOAc). The aqueous solution was then neutralized with concentrated acetic acid and extracted (2×5 ml CHCl3). The combined organics were dried over MgSO4, filtered and concentrated to dryness. The residue was azeotroped with hep... The reactants are FC=1C(=CC2=C(NC(O2)=O)C1)NCC1=CC2=CC=CC=C2CC1 (5-fluoro-6-[(3,4-dihydro-2-naphthyl)methylamino]benzoxazolin-2-one). Reagents/catalysts: [C].[Pd] (palladium carbon). The product is FC=1C(=CC2=C(NC(O2)=O)C1)NCC1CC2=CC=CC=C2CC1 (5-Fluoro-6-[(1,2,3,4-tetrahydro-2-naphthyl)methylamino]benzoxazolin-2-one). Reaction SMILES: [F:1][C:2]1[C:3]([NH:12][CH2:13][C:14]2[CH2:23][CH2:22][C:21]3[C:16](=[CH:17][CH:18]=[CH:19][CH:20]=3)[CH:15]=2)=[CH:4][C:5]2[O:9][C:8](=[O:10])[NH:7][C:6]=2[CH:11]=1>[C].[Pd]>[F:1][C:2]1[C:3]([NH:12][CH2:13][CH:14]2[CH2:23][CH2:22][C:21]3[C:16](=[CH:17][CH:18]=[CH:19][CH:20]=3)[CH2:15]2)=[CH:4][C:5]2[O:9][C:8](=[O:10])[NH:7][C:6]=2[CH:11]=1 |f:1.2|. Reported procedure: In a manner similar to Example 3A starting with 5-fluoro-6-[(3,4-dihydro-2-naphthyl)methylamino]benzoxazolin-2-one but employing palladium carbon (5%) instead of platinum oxide, the title compound was prepared: m.p. 177°-178° C. Reactants: [I-].[Na+] (Sodium iodide), C(C)(C)(C)OC(CN(C1CCCC1)C(C1=C(C(=CC=C1)Cl)SC(C)=O)=O)=O (N-(2-Acetylthio-3-chlorobenzoyl)-N-cyclopentylglycine t-butyl ester), Cl[Si](C)(C)C (Chlorotrimethylsilane). The solvent is CC#N (CH3CN). Reaction conditions: temperature 55 celsius, time 30 minute. Yields the product C(C)(=O)SC1=C(C(=O)N(CC(=O)O)C2CCCC2)C=CC=C1Cl (N-(2-Acetylthio-3-chlorobenzoyl)-N-cyclopentylglycine). RXN SMILES: C([O:5][C:6](=[O:27])[CH2:7][N:8]([C:14](=[O:26])[C:15]1[CH:20]=[CH:19][CH:18]=[C:17]([Cl:21])[C:16]=1[S:22][C:23](=[O:25])[CH3:24])[CH:9]1[CH2:13][CH2:12][CH2:11][CH2:10]1)(C)(C)C.[I-].[Na+].Cl[Si](C)(C)C>CC#N>[C:23]([S:22][C:16]1[C:17]([Cl:21])=[CH:18][CH:19]=[CH:20][C:15]=1[C:14]([N:8]([CH:9]1[CH2:13][CH2:12][CH2:11][CH2:10]1)[CH2:7][C:6]([OH:27])=[O:5])=[O:26])(=[O:25])[CH3:24] |f:1.2|. Procedure: N-(2-Acetylthio-3-chlorobenzoyl)-N-cyclopentylglycine t-butyl ester (20.6 g, 0.05 mole) was dissolved in 150 ml CH3CN. Sodium iodide (11.3 g, 0.075 m) was then added. The resulting slurry was covered with nitrogen and warmed to 55° C. Chlorotrimethylsilane (8.15 g, 0.075 m) was then added in one portion. The reaction was stirred 30 minutes at 55° C. under nitrogen atmosphere. The heat source was removed and the reaction cooled to room temperature in an ice bath. Water (60 ml) and CH2Cl2 (100 ml)...